This data is from the Open Reaction Database (ORD), a public repository of structured organic reaction records. The task is: describe an organic reaction: reactants, conditions, products, and yield Starting materials: CC=1C=CC(=C(C(=O)O)C1)[N+](=O)[O-] (5-methyl-2-nitrobenzoic acid), CO (methanol). The solvent is O1CCCC1 (tetrahydrofuran). Run at time 4 hour. The product is CC=1C=CC(=C(CO)C1)[N+](=O)[O-] (5-methyl-2-nitrobenzylalcohol). RXN SMILES: [CH3:1][C:2]1[CH:3]=[CH:4][C:5]([N+:11]([O-:13])=[O:12])=[C:6]([CH:10]=1)[C:7](O)=[O:8].CO>O1CCCC1>[CH3:1][C:2]1[CH:3]=[CH:4][C:5]([N+:11]([O-:13])=[O:12])=[C:6]([CH:10]=1)[CH2:7][OH:8]. Procedure: 60 ml of borane-dimethyl sulphide complex are added over the course of 30 minutes to a boiling solution of 100 g of 5-methyl-2-nitrobenzoic acid in 750 ml of tetrahydrofuran. The reaction solution is boiled for 4 hours under reflux conditions. Then, 200 ml of methanol are added with cooling, and the solution is left to stand for 30 minutes at room temperature. It is then evaporated in a vacuum until dry and the residue thus obtained is partitioned between chloroform and sodium carbonate solution...